Dataset: the Open Reaction Database (ORD), a public repository of structured organic reaction records. Task: describe an organic reaction: reactants, conditions, products, and yield Starting materials: CCOC(C)=O, COC(C)(C)C#Cc1ccc2c(c1)C1(COC(N)=N1)c1cc(-c3cccnc3)cnc1O2, CO, [H][H]. The product is COC(C)(C)CCc1ccc2c(c1)C1(COC(N)=N1)c1cc(-c3cccnc3)cnc1O2. Reaction SMILES: [C:35]([O:36][CH2:37][CH3:38])(=[O:39])[CH3:40].[CH3:1][O:2][C:3]([C:4]#[C:5][c:6]1[cH:7][c:8]2[c:23]([cH:24][cH:25]1)[O:22][c:11]1[c:10]([cH:15][c:14](-[c:16]3[cH:17][n:18][cH:19][cH:20][cH:21]3)[cH:13][n:12]1)[C:9]21[N:26]=[C:27]([NH2:30])[O:28][CH2:29]1)([CH3:31])[CH3:32].[CH3:41][OH:42].[H:33][H:34]>>[CH3:1][O:2][C:3]([CH2:4][CH2:5][c:6]1[cH:7][c:8]2[c:23]([cH:24][cH:25]1)[O:22][c:11]1[c:10]([cH:15][c:14](-[c:16]3[cH:17][n:18][cH:19][cH:20][cH:21]3)[cH:13][n:12]1)[C:9]21[N:26]=[C:27]([NH2:30])[O:28][CH2:29]1)([CH3:31])[CH3:32]. As a reaction SMILES: [C:1]([C:5]1[CH:23]=[CH:22][C:8]([CH2:9][N:10]2[C:18]3[C:13](=[CH:14][C:15]([N+:19]([O-])=O)=[CH:16][CH:17]=3)[CH:12]=[CH:11]2)=[CH:7][CH:6]=1)([CH3:4])([CH3:3])[CH3:2].NN.CCOC(C)=O>CCO.O.[Ni]>[C:1]([C:5]1[CH:23]=[CH:22][C:8]([CH2:9][N:10]2[C:18]3[C:13](=[CH:14][C:15]([NH2:19])=[CH:16][CH:17]=3)[CH:12]=[CH:11]2)=[CH:7][CH:6]=1)([CH3:4])([CH3:2])[CH3:3]. The reagents and catalysts are [Ni] (Ni). Starting materials: CCOC(=O)C (EtOAc), C(C)(C)(C)C1=CC=C(CN2C=CC3=CC(=CC=C23)[N+](=O)[O-])C=C1 (1-(4-tert-butylbenzyl)-5-nitro-1H-indole), NN (hydrazine). Reported procedure: To 1-(4-tert-butylbenzyl)-5-nitro-1H-indole (1.00 g, 3.24 mmol) in EtOH (35 ml) at ambient temperature under a nitrogen atmosphere was added hydrazine (2.0 g, 62.5 mmol) and Raney-Ni (0.20 g of a 50% slurry in H2O). The yellow mixture was stirred at 45° C. for 1 hr. The mixture was cooled to room temperature and filtered through a celite pad (1×4.25 cm). The pad was washed with EtOH (10 ml) and concentrated in vacuo to afford a dark yellow powder. Gradient SiO2 chromatography (Hex:EtOAc) afforde... Isolated yield 96.5%. The product is C(C)(C)(C)C1=CC=C(CN2C=CC3=CC(=CC=C23)N)C=C1 (1-(4-tert-butylbenzyl)-5-amino-1H-indole). Run at temperature 45 celsius, time 1 hour. Solvent: CCO (EtOH), O (H2O).